From a dataset of the Open Reaction Database (ORD), a public repository of structured organic reaction records. describe an organic reaction: reactants, conditions, products, and yield Starting materials: ClC=1C(=NC=CN1)C1=NC=NC(=C1)SC (4-(3-Chloro-pyrazin-2-yl)-6-methylsulfanyl-pyrimidine), ClC1=C(N)C(=C(C=C1OC)OC)Cl (2,6-dichloro-3,5-dimethoxyaniline), C1=CC=C(C=C1)P(C2=CC=CC=C2)C3=CC=CC=C3OC4=CC=CC=C4P(C5=CC=CC=C5)C6=CC=CC=C6 (DPEphos), C([O-])([O-])=O.[Cs+].[Cs+] (cesium carbonate). Reagents/catalysts: C(C)(=O)[O-].[Pd+2].C(C)(=O)[O-] (palladium (II) acetate). Solvent: O1CCOCC1 (dioxane). Product: ClC1=C(C(=C(C=C1OC)OC)Cl)NC1=NC=CN=C1C1=NC=NC(=C1)SC ((2,6-Dichloro-3,5-dimethoxy-phenyl)-[3-(6-methylsulfanyl-pyrimidin-4-yl)-pyrazin-2-yl]-amine). RXN SMILES: Cl[C:2]1[C:3]([C:8]2[CH:13]=[C:12]([S:14][CH3:15])[N:11]=[CH:10][N:9]=2)=[N:4][CH:5]=[CH:6][N:7]=1.[Cl:16][C:17]1[C:23]([O:24][CH3:25])=[CH:22][C:21]([O:26][CH3:27])=[C:20]([Cl:28])[C:18]=1[NH2:19].C1C=CC(P(C2C(OC3C(P(C4C=CC=CC=4)C4C=CC=CC=4)=CC=CC=3)=CC=CC=2)C2C=CC=CC=2)=CC=1.C(=O)([O-])[O-].[Cs+].[Cs+]>O1CCOCC1.C([O-])(=O)C.[Pd+2].C([O-])(=O)C>[Cl:16][C:17]1[C:23]([O:24][CH3:25])=[CH:22][C:21]([O:26][CH3:27])=[C:20]([Cl:28])[C:18]=1[NH:19][C:2]1[C:3]([C:8]2[CH:13]=[C:12]([S:14][CH3:15])[N:11]=[CH:10][N:9]=2)=[N:4][CH:5]=[CH:6][N:7]=1 |f:3.4.5,7.8.9|. Reported procedure: A suspension of 4-(3-chloro-pyrazin-2-yl)-6-methylsulfanyl-pyrimidine (37) (200 mg, 0.838 mmol), 2,6-dichloro-3,5-dimethoxyaniline (280 mg, 1.26 mmol), DPEphos (90 mg, 0.167 mmol), palladium (II) acetate (19 mg, 0.085 mmol) and cesium carbonate (546 mg, 1.68 mmol) in dioxane (8 mL) is degassed. After purging with Ar, the vial is sealed by the cap and irradiated at 150° C. for 30 minutes in Smith Synthesizer. The reaction mixture is evaporated and purified by silica gel flash chromatography eluti...